From a dataset of the Open Reaction Database (ORD), a public repository of structured organic reaction records. describe an organic reaction: reactants, conditions, products, and yield The reactants are ice water, [Br-].C1OC(CCC[P+](C2=CC=CC=C2)(C2=CC=CC=C2)C2=CC=CC=C2)(C)OC1 (4,4-ethylenedioxypentan-1-yltriphenylphosphonium bromide), CCCCCC (n-hexane), C(CCC)[Li].CCCCCC (n-butyl-lithium hexane), C(C)OC(C(CCC=C(C)C)=O)OCC (1,1-diethoxy-6-methyl-5-hepten-2-one). Run in C(C)(=O)O (acetic acid), O1CCCC1 (tetrahydrofuran). Reaction conditions: temperature -60 celsius, time 1 hour. Yields the product C1OC(C)(CCC=C(CCC=C(C)C)C=O)OC1 (2,2-Ethylenedioxy-6-formyl-10-methyl-5,9-undecadiene). As a reaction SMILES: [Br-].[CH2:2]1[CH2:29][O:28][C:4]([CH3:27])([CH2:5][CH2:6][CH2:7][P+](C2C=CC=CC=2)(C2C=CC=CC=2)C2C=CC=CC=2)[O:3]1.C([Li])CCC.CCCCCC.C([O:43][CH:44](OCC)[C:45](=O)[CH2:46][CH2:47][CH:48]=[C:49]([CH3:51])[CH3:50])C.CCCCCC>O1CCCC1.C(O)(=O)C>[CH2:29]1[CH2:2][O:3][C:4]([CH2:5][CH2:6][CH:7]=[C:45]([CH:44]=[O:43])[CH2:46][CH2:47][CH:48]=[C:49]([CH3:51])[CH3:50])([CH3:27])[O:28]1 |f:0.1,2.3|. Procedure details: In 160 ml of anhydrous tetrahydrofuran was suspended 38.5 g of 4,4-ethylenedioxypentan-1-yltriphenylphosphonium bromide, and to this was added the equimolar amount of a n-butyl-lithium-hexane solution at -20° C in a stream of nitrogen. The reaction mixture was stirred for 1 hour and cooled to -60° C. To this was added 14.5 g of 1,1-diethoxy-6-methyl-5-hepten-2-one, and the resulting mixture was stirred at room temperature for 3 hours. The reaction mixture was, after addition of ice-water, extrac... The reactants are O (water), FC1=C(C#N)C=C(C=C1)C (2-fluoro-5-methylbenzonitrile), BrN1C(CCC1=O)=O (N-bromosuccinimide), C(C1=CC=CC=C1)(=O)OOC(C1=CC=CC=C1)=O (benzoyl peroxide). Solvent: C(Cl)(Cl)(Cl)Cl (CCl4). Product: BrCC=1C=CC(=C(C#N)C1)F (5-(bromomethyl)-2-fluorobenzonitrile). The yield is 33.6%. Reaction SMILES: [F:1][C:2]1[CH:9]=[CH:8][C:7]([CH3:10])=[CH:6][C:3]=1[C:4]#[N:5].[Br:11]N1C(=O)CCC1=O.C(OOC(=O)C1C=CC=CC=1)(=O)C1C=CC=CC=1.O>C(Cl)(Cl)(Cl)Cl>[Br:11][CH2:10][C:7]1[CH:8]=[CH:9][C:2]([F:1])=[C:3]([CH:6]=1)[C:4]#[N:5]. Procedure: A solution of 2-fluoro-5-methylbenzonitrile (3.00 g, 22 mmol), N-bromosuccinimide (4.12 g, 23 mmol) and benzoyl peroxide (1.07 g, 4.4 mmol) in CCl4 (100 mL) was heated at reflux 6 h. The reaction mixture was cooled to room temperature and then combined with water. The separated organic phase was dried over MgSO4, filtered through a Celite™ pad, and evaporated under reduced pressure. Purification by flash chromatography (Hex/EtOAc, 20:1) gave 5-(bromomethyl)-2-fluorobenzonitrile (1.58 g, 33% yiel...